This data is from the Open Reaction Database (ORD), a public repository of structured organic reaction records. The task is: describe an organic reaction: reactants, conditions, products, and yield Reactants: ClCC(=O)C1=CC(=C(C=C1)O)O (2-chloro-3'4'-dihydroxyacetophenone), C(N)([S-])=S.[NH4+] (ammonium dithiocarbamate). The solvent is CO (methanol). Reaction conditions: time 30 minute. Yields the product OC=1C=C(C=CC1O)C=1N=C(SC1)S (4-(3,4-dihydroxyphenyl)-2-mercaptothiazole). Yield: 72.9%. Reaction SMILES: Cl[CH2:2][C:3]([C:5]1[CH:10]=[CH:9][C:8]([OH:11])=[C:7]([OH:12])[CH:6]=1)=O.[C:13](=[S:16])([S-:15])[NH2:14].[NH4+]>CO>[OH:12][C:7]1[CH:6]=[C:5]([C:3]2[N:14]=[C:13]([SH:16])[S:15][CH:2]=2)[CH:10]=[CH:9][C:8]=1[OH:11] |f:1.2|. Procedure: 10.0 g (53.6 mmol) of 2-chloro-3'4'-dihydroxyacetophenone was dissolved in 100 ml of methanol, and then 5.90 g (53.6 mmol) of ammonium dithiocarbamate was added thereto. The mixture was stirred at room temperature for 30 minutes. The solvent was distilled off under reduced pressure. To the residue, water was added to adjust the mixture to pH2.0, and then the mixture was extracted twice with ethyl acetate. The extract was dried over anhydrous sodium sulfate and-then concentrated. The crystal resi... The reactants are FC1=C(C=CC=C1C(F)(F)F)NC=1C=C2[C@H]3[C@@H](N4C2=C(C1)COCC4)CCNC3 ((7bR,11aS)-N-[2-fluoro-3-(trifluoromethyl)phenyl]-1,2,7b,8,9,10,11,11a-octahydro-4H-[1,4]oxazepino[6,5,4-hi]pyrido[4,3-b]indol-6-amine), ICC (iodoethane), C([O-])([O-])=O.[Na+].[Na+] (sodium carbonate). Run in O1CCCC1 (tetrahydrofuran). Conditions: temperature 60 celsius, time 3 hour. Yields the product C(C)N1C[C@@H]2[C@@H](N3C4=C(C=C(C=C24)NC2=C(C(=CC=C2)C(F)(F)F)F)COCC3)CC1 ((7bR,11aS)-9-ethyl-N-[2-fluoro-3-(trifluoromethyl)phenyl]-1,2,7b,8,9,10,11,11a-octahydro-4H-[1,4]oxazepino[6,5,4-hi]pyrido[4,3-b]indol-6-amine). Reaction SMILES: [F:1][C:2]1[C:7]([C:8]([F:11])([F:10])[F:9])=[CH:6][CH:5]=[CH:4][C:3]=1[NH:12][C:13]1[CH:14]=[C:15]2[C:19]3=[C:20]([CH2:22][O:23][CH2:24][CH2:25][N:18]3[C@H:17]3[CH2:26][CH2:27][NH:28][CH2:29][C@@H:16]23)[CH:21]=1.I[CH2:31][CH3:32].C(=O)([O-])[O-].[Na+].[Na+]>O1CCCC1>[CH2:31]([N:28]1[CH2:27][CH2:26][C@@H:17]2[N:18]3[CH2:25][CH2:24][O:23][CH2:22][C:20]4[CH:21]=[C:13]([NH:12][C:3]5[CH:4]=[CH:5][CH:6]=[C:7]([C:8]([F:10])([F:11])[F:9])[C:2]=5[F:1])[CH:14]=[C:15]([C:19]3=4)[C@@H:16]2[CH2:29]1)[CH3:32] |f:2.3.4|. Reported procedure: To a solution of (7bR,11aS)-N-[2-fluoro-3-(trifluoromethyl)phenyl]-1,2,7b,8,9,10,11,11a-octahydro-4H-[1,4]oxazepino[6,5,4-hi]pyrido[4,3-b]indol-6-amine free base from EXAMPLE 95 (41 mg, 0.1 mmol) in 5 mL tetrahydrofuran was added iodoethane (0.020 mL, 0.22 mmol) and sodium carbonate (21 mg, 0.22 mmol). The reaction was stirred at 60° C. for 3 h and then was cooled, quenched with water, extracted with ethyl acetate, washed with brine, dried (MgSO4) and concentrated. The residue was purified by pr... Reactants: OC=1C=CC2=C(COC(N2)=O)C1 (6-hydroxy-4H-3,1-benzoxazin-2-one), ClC=1C=C(C=CC1Cl)SCCCCBr (4-(3,4-dichloro-phenylmercapto)-butylbromide). The product is ClC=1C=C(C=CC1Cl)SCCCCOC=1C=CC2=C(COC(N2)=O)C1 (6-[4-(3,4-Dichloro-phenylmercapto)-butoxy]-4H-3,1-benzoxazin-2-one). As a reaction SMILES: [OH:1][C:2]1[CH:3]=[CH:4][C:5]2[NH:10][C:9](=[O:11])[O:8][CH2:7][C:6]=2[CH:12]=1.[Cl:13][C:14]1[CH:15]=[C:16]([S:21][CH2:22][CH2:23][CH2:24][CH2:25]Br)[CH:17]=[CH:18][C:19]=1[Cl:20]>>[Cl:13][C:14]1[CH:15]=[C:16]([S:21][CH2:22][CH2:23][CH2:24][CH2:25][O:1][C:2]2[CH:3]=[CH:4][C:5]3[NH:10][C:9](=[O:11])[O:8][CH2:7][C:6]=3[CH:12]=2)[CH:17]=[CH:18][C:19]=1[Cl:20]. Procedure details: Prepared analogously to Example 5 from 6-hydroxy-4H-3,1-benzoxazin-2-one and 4-(3,4-dichloro-phenylmercapto)-butylbromide (prepared from 3,4-dichlorothiophenol and 1,4-dibromo-butane, B.p. 0.1 mb : 153°-160° C.). Starting materials: C1C(O1)CO (Glycerol glycid), C(C1=CC=CC=C1)N (benzylamine). The product is C(C1=CC=CC=C1)NCC(CO)O (3-benzylamino-1,2-propanediol). RXN SMILES: [CH2:1]1[O:3][CH:2]1[CH2:4][OH:5].[CH2:6]([NH2:13])[C:7]1[CH:12]=[CH:11][CH:10]=[CH:9][CH:8]=1>>[CH2:6]([NH:13][CH2:1][CH:2]([OH:3])[CH2:4][OH:5])[C:7]1[CH:12]=[CH:11][CH:10]=[CH:9][CH:8]=1. Reported procedure: Glycerol glycid and benzylamine are reacted in a known manner to give 3-benzylamino-1,2-propanediol (boiling point 160°-170° C./0.01 mm Hg),